This data is from the Open Reaction Database (ORD), a public repository of structured organic reaction records. The task is: describe an organic reaction: reactants, conditions, products, and yield The reactants are CCOC(C)=O, CS(C)=O, CCn1nc(C(F)(F)F)c(C=O)c1Cl, [F-], [K+], O. Yields the product CCn1nc(C(F)(F)F)c(C=O)c1F. RXN SMILES: [CH3:18][CH2:19][O:20][C:21](=[O:22])[CH3:23].[CH3:24][S:25](=[O:26])[CH3:27].[Cl:3][c:4]1[c:5]([CH:15]=[O:16])[c:6]([C:11]([F:12])([F:13])[F:14])[n:7][n:8]1[CH2:9][CH3:10].[F-:1].[K+:2].[OH2:17]>>[F:1][c:4]1[c:5]([CH:15]=[O:16])[c:6]([C:11]([F:12])([F:13])[F:14])[n:7][n:8]1[CH2:9][CH3:10]. Yields the product ClC=1C=C2C=3CCCC(C3NC2=CC1)NC(=O)C1=CC=NN1C (N-(6-Chloro-2,3,4,9-tetrahydro-1H-carbazol-1-yl)-1-methyl-1H-pyrazole-5-carboxamide), solid. Reaction SMILES: [CH3:1][N:2]1[C:6]([C:7]([OH:9])=O)=[CH:5][CH:4]=[N:3]1.[Cl:10][C:11]1[CH:12]=[C:13]2[C:21](=[CH:22][CH:23]=1)[NH:20][C:19]1[CH:18]([NH2:24])[CH2:17][CH2:16][CH2:15][C:14]2=1>>[Cl:10][C:11]1[CH:12]=[C:13]2[C:21](=[CH:22][CH:23]=1)[NH:20][C:19]1[CH:18]([NH:24][C:7]([C:6]3[N:2]([CH3:1])[N:3]=[CH:4][CH:5]=3)=[O:9])[CH2:17][CH2:16][CH2:15][C:14]2=1. Procedure: N-(6-Chloro-2,3,4,9-tetrahydro-1H-carbazol-1-yl)-1-methyl-1H-pyrazole-5-carboxamide was prepared from 2-methyl-2H-pyrazole-3-carboxylic acid and 6-chloro-2,3,4,9-tetrahydro-1H-carbazol-1-amine in a similar manner as described above to give a white solid (30% yield). 1H-NMR (CDCl3): δ 8.69 (s, 1H), 7.45 (m, 2H), 7.22 (d, 1H), 7.10 (dd, 1H), 6.48 (d, 1H), 6.26 (d, 1H), 5.28 (m, 1H), 4.22 (s, 3H), 2.71 (m, 2H), 2.28 (m, 1H), 1.95 (m, 3H); MS m/z 327 (M−1). Isolated yield 30.0%. Starting materials: CN1N=CC=C1C(=O)O (2-methyl-2H-pyrazole-3-carboxylic acid), ClC=1C=C2C=3CCCC(C3NC2=CC1)N (6-chloro-2,3,4,9-tetrahydro-1H-carbazol-1-amine). Product: N#Cc1c(SCc2csc(-c3ccc(Cl)cc3)n2)nc(N2CCCC2)c(C#N)c1-c1ccc(OCCO)cc1. Reactants: C1CCNC1, C1CCOC1, N#Cc1c(Cl)nc(SCc2csc(-c3ccc(Cl)cc3)n2)c(C#N)c1-c1ccc(OCCO)cc1, O. Reaction SMILES: [CH2:36]1[CH2:37][CH2:38][NH:39][CH2:40]1.[CH2:42]1[O:43][CH2:44][CH2:45][CH2:46]1.[Cl:1][c:2]1[n:3][c:4]([S:22][CH2:23][c:24]2[n:25][c:26](-[c:29]3[cH:30][cH:31][c:32]([Cl:35])[cH:33][cH:34]3)[s:27][cH:28]2)[c:5]([C:20]#[N:21])[c:6](-[c:10]2[cH:11][cH:12][c:13]([O:16][CH2:17][CH2:18][OH:19])[cH:14][cH:15]2)[c:7]1[C:8]#[N:9].[OH2:41]>>[c:2]1([N:39]2[CH2:38][CH2:37][CH2:36][CH2:40]2)[n:3][c:4]([S:22][CH2:23][c:24]2[n:25][c:26](-[c:29]3[cH:30][cH:31][c:32]([Cl:35])[cH:33][cH:34]3)[s:27][cH:28]2)[c:5]([C:20]#[N:21])[c:6](-[c:10]2[cH:11][cH:12][c:13]([O:16][CH2:17][CH2:18][OH:19])[cH:14][cH:15]2)[c:7]1[C:8]#[N:9]. Starting materials: C1(CCC1)N (Cyclobutylamine), NC1=NC(=NC=C1C#N)NC1=CC=C(C=C1)S(=O)(=O)F (4-amino-5-cyano-2-(4-fluorosulphonylanilino) pyrimidine). Run at temperature 40 celsius, time 18 hour. Yields the product NC1=NC(=NC=C1C#N)NC1=CC=C(C=C1)S(NC1CCC1)(=O)=O (4-Amino-5-cyano-2-{4-[N-(cyclobutyl)sulphamoyl]anilino}pyrimidine). Isolated yield 31.0%. RXN SMILES: [CH:1]1([NH2:5])[CH2:4][CH2:3][CH2:2]1.[NH2:6][C:7]1[C:12]([C:13]#[N:14])=[CH:11][N:10]=[C:9]([NH:15][C:16]2[CH:21]=[CH:20][C:19]([S:22](F)(=[O:24])=[O:23])=[CH:18][CH:17]=2)[N:8]=1>>[NH2:6][C:7]1[C:12]([C:13]#[N:14])=[CH:11][N:10]=[C:9]([NH:15][C:16]2[CH:17]=[CH:18][C:19]([S:22](=[O:24])(=[O:23])[NH:5][CH:1]3[CH2:4][CH2:3][CH2:2]3)=[CH:20][CH:21]=2)[N:8]=1. Procedure details: Cyclobutylamine (2 ml) was added to 4-amino-5-cyano-2-(4-fluorosulphonylanilino) pyrimidine (Method 1; 250 mg, 0.853 mmol), the mixture was heated at 40° C. for 1 hour and then stirred at ambient temperature for 18 hours. The volatiles were removed by evaporation and residue was purified by chromatography on silica gel eluting with ethyl acetate/hexane (50:50). The product was triturated with ether/hexane and the resulting solid collected by filtration to give the title compound (91 mg, 31%). NM...